This data is from the Open Reaction Database (ORD), a public repository of structured organic reaction records. The task is: describe an organic reaction: reactants, conditions, products, and yield Starting materials: O1C(NC2=NC=CC=C21)=O (3H-oxazolo[4,5-b]pyridin-2-one), N(=C=O)CCCCCC (1-isocyanatohexane). Run in O1CCOCC1 (dioxane). The product is O=C1OC=2C(=NC=CC2)N1.CCC(CCC)C(=O)N (2-Oxo-oxazolo[4,5-b]pyridine 3-hexylcarboxamide). RXN SMILES: [O:1]1[C:9]2[C:4](=[N:5][CH:6]=[CH:7][CH:8]=2)[NH:3][C:2]1=[O:10].N([CH2:14][CH2:15][CH2:16][CH2:17][CH2:18][CH3:19])=C=O>O1CCOCC1>[O:10]=[C:2]1[NH:3][C:4]2=[N:5][CH:6]=[CH:7][CH:8]=[C:9]2[O:1]1.[CH3:19][CH2:18][CH:17]([C:2]([NH2:3])=[O:1])[CH2:16][CH2:15][CH3:14] |f:3.4|. Reported procedure: 100 mg (0.74 mmol) of 3H-oxazolo[4,5-b]pyridin-2-one were reacted in analogy to Example 1 with 102.8 mg (0.809 mmol) of 1-isocyanatohexane in dioxane at 80° C. Yield: 77 mg (40%), M+H+: 264.12. Starting materials: C1N(CC2C1CNC2)C2=NC1=CC=CC=C1N=C2 (2-(hexahydro-pyrrolo[3,4-c]pyrrol-2-yl)-quinoxaline), C=1(C(=CC=CC1)C(=O)O)C1=CC=CC=C1 (biphenyl-2-carboxylic acid). The product is C1(=C(C=CC=C1)C(=O)N1CC2C(C1)CN(C2)C2=NC1=CC=CC=C1N=C2)C2=CC=CC=C2 (2-[5-(Biphenyl-2-ylcarbonyl)hexahydropyrrolo[3,4-c]pyrrol-2(1H)-yl]quinoxaline). RXN SMILES: [CH2:1]1[CH:5]2[CH2:6][NH:7][CH2:8][CH:4]2[CH2:3][N:2]1[C:9]1[CH:18]=[N:17][C:16]2[C:11](=[CH:12][CH:13]=[CH:14][CH:15]=2)[N:10]=1.[C:19]1([C:28]2[CH:33]=[CH:32][CH:31]=[CH:30][CH:29]=2)[C:20]([C:25](O)=[O:26])=[CH:21][CH:22]=[CH:23][CH:24]=1>>[C:19]1([C:28]2[CH:33]=[CH:32][CH:31]=[CH:30][CH:29]=2)[CH:24]=[CH:23][CH:22]=[CH:21][C:20]=1[C:25]([N:7]1[CH2:6][CH:5]2[CH2:1][N:2]([C:9]3[CH:18]=[N:17][C:16]4[C:11](=[CH:12][CH:13]=[CH:14][CH:15]=4)[N:10]=3)[CH2:3][CH:4]2[CH2:8]1)=[O:26]. Reported procedure: The title compound was prepared in a manner analogous to Example 15 utilizing Intermediate 35 and biphenyl-2-carboxylic acid. MS (ESI) mass calcd. for C27H24N4O, 420.52; m/z found, 421.3 [M+H]+.